From a dataset of the Open Reaction Database (ORD), a public repository of structured organic reaction records. describe an organic reaction: reactants, conditions, products, and yield The reactants are CC=1C=C(CN2C(=O)NC(=O)C=N2)C=CC1 (1-(3-methylbenzyl)-6-aza-uracil), O (water). The reagents and catalysts are [Zn] (zinc). Run in C(C)(=O)O (acetic acid). Run at time 8 hour. Product: CC=1C=C(CN2NCC(NC2=O)=O)C=CC1 (2-(3'-methylbenzyl)-hexahydro-1,2,4-triazine-3,5-dione). Isolated yield 59.4%. RXN SMILES: [CH3:1][C:2]1[CH:3]=[C:4]([CH:14]=[CH:15][CH:16]=1)[CH2:5][N:6]1[N:13]=[CH:12][C:10](=[O:11])[NH:9][C:7]1=[O:8].O>C(O)(=O)C.[Zn]>[CH3:1][C:2]1[CH:3]=[C:4]([CH:14]=[CH:15][CH:16]=1)[CH2:5][N:6]1[C:7](=[O:8])[NH:9][C:10](=[O:11])[CH2:12][NH:13]1. Procedure: Into a three-necked flask equipped with a mechanical stirrer and a reflux condenser was placed 1 g of 1-(3-methylbenzyl)-6-aza-uracil, 100 ml of water was added and a vigorous stirring commenced. 1.1 g of zinc powder was added in one portion, and was followed by dropping in 20 ml of glacial acetic acid. The mixture was then vigorously stirred and refluxed for 24 hours. The mixture was thereafter cooled and the precipitate was filtered off with suction. The mass of crystals was dissolved in hot m... Reactants: [Al+3], C1CCOC1, CCCC1CCC(C(=O)O)CC1, CCOC(C)=O, [H-], [H-], [H-], [H-], [Li+], N. The product is CCCC1CCC(CO)CC1. Reaction SMILES: [Al+3:2].[CH2:26]1[O:27][CH2:28][CH2:29][CH2:30]1.[CH2:7]([CH2:8][CH3:9])[CH:10]1[CH2:11][CH2:12][CH:13]([C:16](=[O:17])[OH:18])[CH2:14][CH2:15]1.[CH3:19][CH2:20][O:21][C:22](=[O:23])[CH3:24].[H-:1].[H-:4].[H-:5].[H-:6].[Li+:3].[NH3:25]>>[CH2:7]([CH2:8][CH3:9])[CH:10]1[CH2:11][CH2:12][CH:13]([CH2:16][OH:17])[CH2:14][CH2:15]1. The product is COc1ccc2cc(CN3CCCC3)ccc2c1. The reactants are C1CCNC1, COc1ccc2cc(C=O)ccc2c1, CC(=O)O, C1CCOC1. As a reaction SMILES: [CH2:15]1[CH2:16][CH2:17][NH:18][CH2:19]1.[CH3:1][O:2][c:3]1[cH:4][c:5]2[cH:6][cH:7][c:8]([CH:13]=[O:14])[cH:9][c:10]2[cH:11][cH:12]1.[CH3:25][C:26](=[O:27])[OH:28].[O:20]1[CH2:21][CH2:22][CH2:23][CH2:24]1>>[CH3:1][O:2][c:3]1[cH:4][c:5]2[cH:6][cH:7][c:8]([CH2:13][N:18]3[CH2:17][CH2:16][CH2:15][CH2:19]3)[cH:9][c:10]2[cH:11][cH:12]1. Starting materials: FC(C1=NN(C(=C1)CO)C1=CC=C(C=C1)OC)(F)F (3-trifluoromethyl-5-hydroxymethyl-1 -(4-methoxyphenyl)-1H-pyrazole), I(=O)(=O)(=O)[O-].[Na+] (sodium periodate). The reagents and catalysts are [Ru](Cl)(Cl)Cl (ruthenium(III) chloride). Run in C(C)#N (acetonitrile), O (water). Run at time 18 hour. Yields the product FC(C1=NN(C(=C1)C(=O)O)C1=CC=C(C=C1)OC)(F)F (3-Trifluoromethyl-1-(4-methoxyphenyl)-1H-pyrazole-5-carboxylic acid). The yield is 90.0%. As a reaction SMILES: [F:1][C:2]([F:19])([F:18])[C:3]1[CH:7]=[C:6]([CH2:8][OH:9])[N:5]([C:10]2[CH:15]=[CH:14][C:13]([O:16][CH3:17])=[CH:12][CH:11]=2)[N:4]=1.I([O-])(=O)(=O)=[O:21].[Na+]>C(#N)C.O.[Ru](Cl)(Cl)Cl>[F:19][C:2]([F:1])([F:18])[C:3]1[CH:7]=[C:6]([C:8]([OH:21])=[O:9])[N:5]([C:10]2[CH:15]=[CH:14][C:13]([O:16][CH3:17])=[CH:12][CH:11]=2)[N:4]=1 |f:1.2|. Reported procedure: To the solution of 3-trifluoromethyl-5-hydroxymethyl-1 -(4-methoxyphenyl)-1H-pyrazole (4.4007 mmol, 1.198 g) in acetonitrile (20 mL) and water (20 mL) was added sodium periodate (1.977, 2.1 eq.) and several crystals of ruthenium(III) chloride at 0° C. This reaction mixture was stirred at ambient temperature for 18 h. The reaction mixture was filtered through Celite to remove white solid impurity and the filter cake washed with 1:1 acetonitrile: water. The filtrate was evaporated in vacuo and the... Isolated yield 100.5%. The solvent is petroleum ether, CO (MeOH), CO (MeOH). As a reaction SMILES: [C:1]([O:5][C:6](=[O:16])[NH:7][CH2:8][C@H:9]1[CH2:12][C@H:11]([N:13]=[N+]=[N-])[CH2:10]1)([CH3:4])([CH3:3])[CH3:2].[H][H].N.CCOC(C)=O>CO.[Pd]>[C:1]([O:5][C:6](=[O:16])[NH:7][CH2:8][C@H:9]1[CH2:10][C@H:11]([NH2:13])[CH2:12]1)([CH3:4])([CH3:2])[CH3:3]. Reagents/catalysts: [Pd] (Pd/C). Starting materials: CCOC(=O)C (EtOAc), C(C)(C)(C)OC(NC[C@@H]1C[C@H](C1)N=[N+]=[N-])=O (tert-butyl(trans-3-azidocyclobutyl)methylcarbamate), [H][H] (hydrogen), N (NH3). Product: C(C)(C)(C)OC(NC[C@@H]1C[C@H](C1)N)=O (tert-butyl(trans-3-aminocyclobutyl)methylcarbamate). Procedure: To the mixture of tert-butyl(trans-3-azidocyclobutyl)methylcarbamate (1.8 g, 7.95 mmol) and Pd/C (200 mg) in MeOH (5 mL) under hydrogen atmosphere (hydrogen balloon) was added NH3(g)/MeOH (saturated, 50 mL) via syringe. The resulting mixture was stirred at rt for three hours until TLC analysis (EtOAc:petroleum ether=1:2) showed the reaction was complete. Pd/C was filtered off and the resulting solution was concentrated and dried in vacuum to afford crude title compound (1.6 g), which was used fo... Product: N1(CCCCC1)CCCOC1=CC(=C(C(=O)Cl)C=C1)C(F)(F)F (4-(3-Piperidin-1-yl-propoxy)-2-trifluoromethyl-benzoyl chloride). The reactants are N1(CCCCC1)CCCOC1=CC(=C(C(=O)O)C=C1)C(F)(F)F (4-(3-Piperidin-1-yl-propoxy)-2-trifluoromethyl-benzoic acid), S(=O)(Cl)Cl (thionyl chloride). As a reaction SMILES: [N:1]1([CH2:7][CH2:8][CH2:9][O:10][C:11]2[CH:19]=[CH:18][C:14]([C:15](O)=[O:16])=[C:13]([C:20]([F:23])([F:22])[F:21])[CH:12]=2)[CH2:6][CH2:5][CH2:4][CH2:3][CH2:2]1.S(Cl)([Cl:26])=O>>[N:1]1([CH2:7][CH2:8][CH2:9][O:10][C:11]2[CH:19]=[CH:18][C:14]([C:15]([Cl:26])=[O:16])=[C:13]([C:20]([F:23])([F:22])[F:21])[CH:12]=2)[CH2:6][CH2:5][CH2:4][CH2:3][CH2:2]1. Procedure: 4-(3-Piperidin-1-yl-propoxy)-2-trifluoromethyl-benzoic acid (D5) (0.9 g) was heated at reflux in thionyl chloride (20 ml) for 2 h. The reaction mixture was evaporated to a minimum then co-evaporated with DCM (3×) to give the title compound (D6) as a white solid (1.0 g) Starting materials: Br, CCCCC=CCCCCCCCCCCO, [Na+], [OH-]. Product: CCCCC#CCCCCCCCCCCO. Reaction SMILES: [Br:18].[CH2:1]([CH2:2][CH2:3][CH2:4][CH2:5][CH2:6][CH2:7][CH2:8][CH2:9][CH2:10][CH:11]=[CH:12][CH2:13][CH2:14][CH2:15][CH3:16])[OH:17].[Na+:20].[OH-:19]>>[CH2:1]([CH2:2][CH2:3][CH2:4][CH2:5][CH2:6][CH2:7][CH2:8][CH2:9][CH2:10][C:11]#[C:12][CH2:13][CH2:14][CH2:15][CH3:16])[OH:17]. The reactants are C1=C(C=CC2=CC=CC=C12)COC(C(=O)Cl)(C(F)(F)F)C ((±)-2-(2-naphthylmethoxy)-3,3,3-trifluoro-2-methylpropionyl chloride), C(C)N(CCO)CC (2-diethylaminoethanol). Solvent: CCOCC (ether), CCOCC (ether). Reaction conditions: time 18 hour. Product: C1=C(C=CC2=CC=CC=C12)COC(C(=O)OCCN(CC)CC)(C(F)(F)F)C ((±)-2-diethylaminoethyl 2-(2-naphthylmethoxy)-3,3,3-trifluoro-2-methylpropionate). Reaction SMILES: [CH:1]1[C:10]2[C:5](=[CH:6][CH:7]=[CH:8][CH:9]=2)[CH:4]=[CH:3][C:2]=1[CH2:11][O:12][C:13]([CH3:21])([C:17]([F:20])([F:19])[F:18])[C:14](Cl)=[O:15].[CH2:22]([N:24]([CH2:28][CH3:29])[CH2:25][CH2:26][OH:27])[CH3:23]>CCOCC>[CH:1]1[C:10]2[C:5](=[CH:6][CH:7]=[CH:8][CH:9]=2)[CH:4]=[CH:3][C:2]=1[CH2:11][O:12][C:13]([CH3:21])([C:17]([F:20])([F:19])[F:18])[C:14]([O:27][CH2:26][CH2:25][N:24]([CH2:28][CH3:29])[CH2:22][CH3:23])=[O:15]. Reported procedure: A solution of (±)-2-(2-naphthylmethoxy)-3,3,3-trifluoro-2-methylpropionyl chloride (3.0 g.) in ether (20 ml.) is added dropwise at ambient temperature to a stirred solution of 2-diethylaminoethanol (3.0 ml.) in ether (100 ml.). The mixture is stored for 18 hours, filtered, and the solid is washed with ether. The filtrate and washings are evaporated to an oil (3.5 g.), which is dissolved in ether and run through a column of silica gel made up in ether. The column is eluted with 200 ml. of ether, ... Reactants: C(CC(=O)C)(=O)OC (methyl acetoacetate), [H-].[Na+] (sodium hydride), FC1=CC=C(C=C1)C1=C(N(C2=CC=CC=C12)C(C)C)C=O (3-(4-fluorophenyl)-1-isopropyl-1H-indole-2-carbaldehyde), ice water, C(CCC)[Li] (butyllithium). The solvent is C1CCOC1 (THF), C1CCOC1 (THF). Conditions: temperature 3 celsius, time 4 hour. Yields the product COC(C=C(CC(O)C=1N(C2=CC=CC=C2C1C1=CC=C(C=C1)F)C(C)C)O)=O (5-[3-(4-Fluorophenyl)-1-isopropyl-1H-indol-2-yl]-3,5-dihydroxypent-2-enoic Acid Methyl Ester). RXN SMILES: [H-].[Na+].[C:3]([O:9][CH3:10])(=[O:8])[CH2:4][C:5]([CH3:7])=[O:6].C([Li])CCC.[F:16][C:17]1[CH:22]=[CH:21][C:20]([C:23]2[C:31]3[C:26](=[CH:27][CH:28]=[CH:29][CH:30]=3)[N:25]([CH:32]([CH3:34])[CH3:33])[C:24]=2[CH:35]=[O:36])=[CH:19][CH:18]=1>C1COCC1>[CH3:10][O:9][C:3](=[O:8])[CH:4]=[C:5]([OH:6])[CH2:7][CH:35]([C:24]1[N:25]([CH:32]([CH3:34])[CH3:33])[C:26]2[C:31]([C:23]=1[C:20]1[CH:21]=[CH:22][C:17]([F:16])=[CH:18][CH:19]=1)=[CH:30][CH:29]=[CH:28][CH:27]=2)[OH:36] |f:0.1|. Procedure details: 0.256 g (5.87 mmol) of sodium hydride (55%) is introduced into a thoroughly heated 100 ml three-necked round-bottomed flask, equipped with a magnetic stirrer, thermometer, dropping funnel and nitrogen delivery line, and washed twice with 5 ml of pentane. The pentane is removed using a pipette and the sodium hydride is blown dry with nitrogen. 20 ml of THF, rendered absolute using sodium, are then added, and the suspension is cooled to 3° C. by means of an ice bath with stirring. 0.68 g (5.87 mmo...